This data is from the Open Reaction Database (ORD), a public repository of structured organic reaction records. The task is: describe an organic reaction: reactants, conditions, products, and yield The reactants are CN1C(NC2=NC(=CC=C21)Cl)=O (1-methyl-5-chloro-1,3-dihydro-imidazo-(4,5-b)-pyridin-2-one), BrC1=NC=CC=C1 (2-bromo-pyridin), cuprous chloride, [H-].[Na+] (sodium hydride). The solvent is CN(C=O)C (dimethylformamide). Conditions: temperature 30 celsius, time 2 hour. Product: CN1C(N(C2=NC(=CC=C21)Cl)C2=NC=CC=C2)=O (1-methyl-3-(2-pyridyl)-5-chloro-1,3-dihydroimidazo-(4,5-b)-pyridin-2-one). The yield is 62.2%. As a reaction SMILES: [CH3:1][N:2]1[C:10]2[C:5](=[N:6][C:7]([Cl:11])=[CH:8][CH:9]=2)[NH:4][C:3]1=[O:12].[H-].[Na+].Br[C:16]1[CH:21]=[CH:20][CH:19]=[CH:18][N:17]=1>CN(C)C=O>[CH3:1][N:2]1[C:10]2[C:5](=[N:6][C:7]([Cl:11])=[CH:8][CH:9]=2)[N:4]([C:16]2[CH:21]=[CH:20][CH:19]=[CH:18][N:17]=2)[C:3]1=[O:12] |f:1.2|. Reported procedure: 7.36 g of 1-methyl-5-chloro-1,3-dihydro-imidazo-(4,5-b)-pyridin-2-one were dissolved in 160 ml of hot dimethylformamide and after cooling the solution to 30° C., 4.64 g of a 50% sodium hydride-oil suspension were slowly added thereto. The mixture was stirred at 30° C. for 2 hours and then 80 ml or 129.6 g of 2-bromo-pyridin and 1.2 g of cuprous chloride were added thereto. The mixture was refluxed for 4 hours and was then cooled and evaporated to dryness. The residue was taken up in ammonium hyd... The reactants are FC1=C(C(=C(C(=C1F)CO)F)F)CO (2,3,5,6-tetrafluoro-1,4-benzenedimethanol), O (water), [OH-].[Na+] (sodium hydroxide), S(=O)(=O)(OC)OC (dimethyl sulfate). Solvent: C1(=CC=CC=C1)C (toluene). Run at temperature 65 celsius. Yields the product COCC1=C(C(=C(C(=C1F)F)CO)F)F (4-methoxymethyl-2,3,5,6-tetrafluorobenzenemethanol). Yield: 100.8%. RXN SMILES: [F:1][C:2]1[C:7]([F:8])=[C:6]([CH2:9][OH:10])[C:5]([F:11])=[C:4]([F:12])[C:3]=1[CH2:13][OH:14].O.[OH-].[Na+].S(OC)(O[CH3:22])(=O)=O>C1(C)C=CC=CC=1>[CH3:22][O:14][CH2:13][C:3]1[C:2]([F:1])=[C:7]([F:8])[C:6]([CH2:9][OH:10])=[C:5]([F:11])[C:4]=1[F:12] |f:2.3|. Procedure: Into a reaction vessel that was charged nitrogen, 5.00 g (23.1 mmol) of 2,3,5,6-tetrafluoro-1,4-benzenedimethanol, 15.00 g of water and 6.85 g (46.3 mmol) of 27% aqueous sodium hydroxide solution were charged subsequently, and heated to 65° C. with stirring. The starting compound was completely dissolved to be clear solution. Then, the reaction mixture was allowed to cool to room temperature with stirring. At this time, some precipitate was observed. To the reaction mixture, 20.0 g of toluene wa... Yields the product title compound, C(C1=CC=CC=C1)(=O)N (benzamide). Procedure: The title compound was synthesized as in Example 37 using methyl sulfonyl chloride (0.8 g, 6.2 mmol) and 3-amino-N-(3,4-difluoro-phenyl)-4methoxy-benzamide (1.0 g, 3.6 mmol) to give 0.48 g of benzamide, N-(3,4-difluorophenyl)-4-methoxy-3-[[(methylamino) sulfonyl]amino]-. Microanalysis: C15H15F2N3O4S. 0.04 CH2Cl2.0.91H2O; calculated: C=46.18; H=4.35; N=10.74. found: C=46.18; H=4.36; N=10.64. MS: M++1=372 Da. 1HNMR (400 MHz, DMSO-d6) δ 10.26 (s, 1H), 8.60 (s, 1H), 7.93-7.88 (m, 2H), 7.74 (d, 8.4 H... The reactants are CS(=O)(=O)Cl (methyl sulfonyl chloride), NC=1C=C(C(=O)NC2=CC(=C(C=C2)F)F)C=CC1OC (3-amino-N-(3,4-difluoro-phenyl)-4methoxy-benzamide). RXN SMILES: CS(Cl)(=O)=O.N[C:7]1[CH:8]=[C:9]([CH:21]=[CH:22][C:23]=1OC)[C:10]([NH:12]C1C=CC(F)=C(F)C=1)=[O:11]>>[C:10]([NH2:12])(=[O:11])[C:9]1[CH:21]=[CH:22][CH:23]=[CH:7][CH:8]=1. Isolated yield 110.1%. RXN SMILES: [Al+3:27].[CH2:1]([O:2][C:4](=[O:3])[N:6]1[CH2:7][CH2:8][CH:9]2[CH2:10][c:11]3[c:12]([CH3:25])[cH:13][c:14](-[c:19]4[cH:20][cH:21][cH:22][cH:23][cH:24]4)[cH:15][c:16]3[CH:17]2[CH2:18]1)[CH3:5].[CH2:32]1[O:33][CH2:34][CH2:35][CH2:36]1.[H-:26].[H-:29].[H-:30].[H-:31].[Li+:28]>>[CH3:4][N:6]1[CH2:7][CH2:8][CH:9]2[CH2:10][c:11]3[c:12]([CH3:25])[cH:13][c:14](-[c:19]4[cH:20][cH:21][cH:22][cH:23][cH:24]4)[cH:15][c:16]3[CH:17]2[CH2:18]1. The reactants are [Al+3], CCOC(=O)N1CCC2Cc3c(C)cc(-c4ccccc4)cc3C2C1, C1CCOC1, [H-], [H-], [H-], [H-], [Li+]. Product: Cc1cc(-c2ccccc2)cc2c1CC1CCN(C)CC21. Starting materials: solid, intermediate E, BrC=1C=CC=2N(C1)C(=CN2)I (6-bromo-3-iodoimidazo[1,2-a]pyridine), CS(=O)(=O)C1=CC=C(C=C1)B(O)O (4-methanesulfonyl-phenylboronic acid). The product is BrC=1C=CC=2N(C1)C(=CN2)C2=CC=C(C=C2)S(=O)(=O)C (6-Bromo-3-(4-methanesulfonyl-phenyl)-imidazo[1,2-a]pyridine). As a reaction SMILES: [Br:1][C:2]1[CH:3]=[CH:4][C:5]2[N:6]([C:8](I)=[CH:9][N:10]=2)[CH:7]=1.[CH3:12][S:13]([C:16]1[CH:21]=[CH:20][C:19](B(O)O)=[CH:18][CH:17]=1)(=[O:15])=[O:14]>>[Br:1][C:2]1[CH:3]=[CH:4][C:5]2[N:6]([C:8]([C:19]3[CH:20]=[CH:21][C:16]([S:13]([CH3:12])(=[O:15])=[O:14])=[CH:17][CH:18]=3)=[CH:9][N:10]=2)[CH:7]=1. Procedure: The title compound, brown solid (0.53 g, 69%), MS (ISP) m/z=353.4 [(M+H)+], mp 194° C., was prepared in accordance with the general method of intermediate E from commercially available 6-bromo-3-iodoimidazo[1,2-a]pyridine (0.7 g, 2.17 mmol) and commercially available 4-methanesulfonyl-phenylboronic acid (0.48 g, 2.38 mmol). The reactants are COc1cc(OCCS(C)(=O)=O)ccc1NC(=O)C1NC(CC(C)(C)C)C2(C(=O)Nc3cc(Cl)ccc32)C1c1cccc(Cl)c1F, CO, CCOC(C)=O. The product is COc1cc(OCCS(C)=O)ccc1NC(=O)C1NC(CC(C)(C)C)C2(C(=O)Nc3cc(Cl)ccc32)C1c1cccc(Cl)c1F. Reaction SMILES: [CH3:1][S:2](=[O:3])(=[O:4])[CH2:5][CH2:6][O:7][c:8]1[cH:9][c:10]([O:45][CH3:46])[c:11]([NH:14][C:15](=[O:16])[CH:17]2[CH:18]([c:37]3[c:38]([F:44])[c:39]([Cl:43])[cH:40][cH:41][cH:42]3)[C:19]3([C:20](=[O:29])[NH:21][c:22]4[cH:23][c:24]([Cl:28])[cH:25][cH:26][c:27]43)[CH:30]([CH2:32][C:33]([CH3:34])([CH3:35])[CH3:36])[NH:31]2)[cH:12][cH:13]1.[CH3:47][OH:48].[CH3:49][CH2:50][O:51][C:52]([CH3:53])=[O:54]>>[CH3:1][S:2](=[O:3])[CH2:5][CH2:6][O:7][c:8]1[cH:9][c:10]([O:45][CH3:46])[c:11]([NH:14][C:15](=[O:16])[CH:17]2[CH:18]([c:37]3[c:38]([F:44])[c:39]([Cl:43])[cH:40][cH:41][cH:42]3)[C:19]3([C:20](=[O:29])[NH:21][c:22]4[cH:23][c:24]([Cl:28])[cH:25][cH:26][c:27]43)[CH:30]([CH2:32][C:33]([CH3:34])([CH3:35])[CH3:36])[NH:31]2)[cH:12][cH:13]1. Run at time 1 hour. Reported procedure: A solution of 0.91 ml (17.7 mmol) Br2 was added dropwise to a solution of 2.95 g (11.8 mmol) 2-(4-methyl-piperazin-1-yl)-isonicotinic acid ethyl ester in 20 ml dichloromethane at 0° C.-4° C. Stirring was continued at room temperature for 1 h and 50 ml saturated sodium bicarbonate solution in water was added. The aqueous layer was separated and washed twice with dichloromethane. The combined organic layers were dried (magnesium sulfate) and evaporated. The residue was purified by chromatography t... The product is C(C)OC(C1=CC(=NC=C1Br)N1CCN(CC1)C)=O (5-Bromo-2-(4-methyl-piperazin-1-yl)-isonicotinic acid ethyl ester). Yield: 37.4%. The reactants are BrBr (Br2), C(C)OC(C1=CC(=NC=C1)N1CCN(CC1)C)=O (2-(4-methyl-piperazin-1-yl)-isonicotinic acid ethyl ester), C([O-])(O)=O.[Na+] (sodium bicarbonate). RXN SMILES: [Br:1]Br.[CH2:3]([O:5][C:6](=[O:20])[C:7]1[CH:12]=[CH:11][N:10]=[C:9]([N:13]2[CH2:18][CH2:17][N:16]([CH3:19])[CH2:15][CH2:14]2)[CH:8]=1)[CH3:4].C(=O)(O)[O-].[Na+]>ClCCl.O>[CH2:3]([O:5][C:6](=[O:20])[C:7]1[C:12]([Br:1])=[CH:11][N:10]=[C:9]([N:13]2[CH2:18][CH2:17][N:16]([CH3:19])[CH2:15][CH2:14]2)[CH:8]=1)[CH3:4] |f:2.3|. Solvent: ClCCl (dichloromethane), O (water). Starting materials: COC(CSCCCCCCO)OC (6-(2,2-dimethoxyethylthio)hexan-1-ol), C(Br)(Br)(Br)Br (carbon tetrabromide), resultant mixture, C1(=CC=CC=C1)P(C1=CC=CC=C1)C1=CC=CC=C1 (triphenylphosphine). Solvent: C(Cl)Cl (DCM). Product: BrCCCCCCSCC=O (2-(6-Bromohexylthio)acetaldehyde). Reaction SMILES: C[O:2][CH:3](OC)[CH2:4][S:5][CH2:6][CH2:7][CH2:8][CH2:9][CH2:10][CH2:11]O.C(Br)(Br)(Br)[Br:16].C1(P(C2C=CC=CC=2)C2C=CC=CC=2)C=CC=CC=1>C(Cl)Cl>[Br:16][CH2:11][CH2:10][CH2:9][CH2:8][CH2:7][CH2:6][S:5][CH2:4][CH:3]=[O:2]. Reported procedure: To a solution of 6-(2,2-dimethoxyethylthio)hexan-1-ol (example 101, step a) (1.85 g) in DCM (75 mL) at 0° C. under N2 was added carbon tetrabromide (3.31 g) followed by triphenylphosphine (2.62 g) portionwise. The resultant mixture was stirred at RT for 1.25 h then concentrated in vacuo. Purification was by silica gel chromatography eluting with 0-50% ethyl acetate in cyclohexane to give the subtitled compound as a yellow liquid. Yield 1.31 g. Reactants: Cl (hydrochloric acid), COC=1C=CC2=C(N=C(N(C2=O)C2=CC=C(C=C2)OCC(F)(F)F)SCCC)N1 (7-Methoxy-2-(propylsulfanyl)-3-[4-(2,2,2-trifluoroethoxy)phenyl]pyrido[2,3-d]pyrimidin-4(3H)-one), FC(CO)(F)F (2,2,2-trifluoroethanol), [H-].[Na+] (sodium hydride). Solvent: O1CCCC1 (tetrahydrofuran). Product: COC=1C=CC2=C(N=C(N(C2=O)C2=CC=C(C=C2)OCC(F)(F)F)OCC(F)(F)F)N1 (7-methoxy-2-(2,2,2-trifluoroethoxy)-3-[4-(2,2,2-trifluoroethoxy)phenyl]pyrido[2,3-d]pyrimidin-4(3H)-one). As a reaction SMILES: [CH3:1][O:2][C:3]1[CH:4]=[CH:5][C:6]2[C:11](=[O:12])[N:10]([C:13]3[CH:18]=[CH:17][C:16]([O:19]CC(F)(F)F)=[CH:15][CH:14]=3)[C:9](SCCC)=[N:8][C:7]=2[N:29]=1.[F:30][C:31]([F:35])([F:34])[CH2:32][OH:33].[H-].[Na+].Cl>O1CCCC1>[CH3:1][O:2][C:3]1[CH:4]=[CH:5][C:6]2[C:11](=[O:12])[N:10]([C:13]3[CH:18]=[CH:17][C:16]([O:19][CH2:32][C:31]([F:35])([F:34])[F:30])=[CH:15][CH:14]=3)[C:9]([O:33][CH2:32][C:31]([F:35])([F:34])[F:30])=[N:8][C:7]=2[N:29]=1 |f:2.3|. Reported procedure: 7-Methoxy-2-(propylsulfanyl)-3-[4-(2,2,2-trifluoroethoxy)phenyl]pyrido[2,3-d]pyrimidin-4(3H)-one (350 mg) and 2,2,2-trifluoroethanol (592 μl) were dissolved in tetrahydrofuran (3 ml), and sodium hydride (60% in oil, 165 mg) was added thereto at room temperature. The reaction mixture was heated under reflux for 3 days, and allowed to be cooled to room temperature, and poured into 0.5M hydrochloric acid (10 ml). The mixture was extracted with ethyl acetate, and the extract was washed with saturate... Starting materials: COC1=CC=C(C=C1)[C@@H]1SC2=C(NC([C@@H]1O)=O)C=CC(=C2)Cl ((+)-cis-2-(4-methoxyphenyl)-3-hydroxy-8-chloro-2,3-dihydro-1,5-benzothiazepin-4(5H)-one), C(C)(=O)Cl (acetyl chloride). Run in N1=CC=CC=C1 (pyridine). Product: COC1=CC=C(C=C1)[C@@H]1SC2=C(NC([C@@H]1OC(C)=O)=O)C=CC(=C2)Cl ((+)-cis-2-(4-methoxyphenyl)-3-acetoxy-8-chloro-2,3-dihydro-1,5-benzothiazepin-4(5H)-one). The yield is 47.4%. As a reaction SMILES: [CH3:1][O:2][C:3]1[CH:8]=[CH:7][C:6]([C@H:9]2[C@@H:15]([OH:16])[C:14](=[O:17])[NH:13][C:12]3[CH:18]=[CH:19][C:20]([Cl:22])=[CH:21][C:11]=3[S:10]2)=[CH:5][CH:4]=1.[C:23](Cl)(=[O:25])[CH3:24]>N1C=CC=CC=1>[CH3:1][O:2][C:3]1[CH:8]=[CH:7][C:6]([C@H:9]2[C@@H:15]([O:16][C:23](=[O:25])[CH3:24])[C:14](=[O:17])[NH:13][C:12]3[CH:18]=[CH:19][C:20]([Cl:22])=[CH:21][C:11]=3[S:10]2)=[CH:5][CH:4]=1. Procedure: 3 g of (+)-cis-2-(4-methoxyphenyl)-3-hydroxy-8-chloro-2,3-dihydro-1,5-benzothiazepin-4(5H)-one, 0.77 g of acetyl chloride and 20 ml of pyridine are treated in the same manner as described in Preparation 7. The crude product is recrystallized from a mixture of ether and n-hexane. 1.6 g of (+)-cis-2-(4-methoxyphenyl)-3-acetoxy-8-chloro-2,3-dihydro-1,5-benzothiazepin-4(5H)-one are thereby obtained as colorless needles.